From a dataset of the Open Reaction Database (ORD), a public repository of structured organic reaction records. describe an organic reaction: reactants, conditions, products, and yield The reactants are COCCCN1CCOc2ccc(COC3CN(C(=O)OCc4ccccc4)C(C(=O)O)CC3c3ccc(OC)cc3)cc21, CNC. Product: COCCCN1CCOc2ccc(COC3CN(C(=O)OCc4ccccc4)C(C(=O)N(C)C)CC3c3ccc(OC)cc3)cc21. Reaction SMILES: [CH2:1]([c:2]1[cH:3][cH:4][cH:5][cH:6][cH:7]1)[O:8][C:9](=[O:10])[N:11]1[CH:12]([C:42](=[O:43])[OH:44])[CH2:13][CH:14]([c:34]2[cH:35][cH:36][c:37]([O:40][CH3:41])[cH:38][cH:39]2)[CH:15]([O:17][CH2:18][c:19]2[cH:20][cH:21][c:22]3[c:23]([cH:33]2)[N:24]([CH2:28][CH2:29][CH2:30][O:31][CH3:32])[CH2:25][CH2:26][O:27]3)[CH2:16]1.[CH3:45][NH:46][CH3:47]>>[CH2:1]([c:2]1[cH:3][cH:4][cH:5][cH:6][cH:7]1)[O:8][C:9](=[O:10])[N:11]1[CH:12]([C:42](=[O:43])[N:46]([CH3:45])[CH3:47])[CH2:13][CH:14]([c:34]2[cH:35][cH:36][c:37]([O:40][CH3:41])[cH:38][cH:39]2)[CH:15]([O:17][CH2:18][c:19]2[cH:20][cH:21][c:22]3[c:23]([cH:33]2)[N:24]([CH2:28][CH2:29][CH2:30][O:31][CH3:32])[CH2:25][CH2:26][O:27]3)[CH2:16]1. Reactants: N(=[N+]=[N-])C(C)(C)C=1C=CC2=C(B(OC2(C)C)O)C1 (6-(2-azidopropan-2-yl)-3,3-dimethylbenzo[c][1,2]-oxaborol-1(3H)-ol). Run in CO (MeOH). Product: NC(C)(C)C=1C=CC2=C(B(OC2(C)C)O)C1 (6-(2-aminopropan-2-yl)-3,3-dimethylbenzo[c][1,2]oxa-borol-1(3H)-ol). Isolated yield 111.9%. As a reaction SMILES: [N:1]([C:4]([C:7]1[CH:8]=[CH:9][C:10]2[C:14]([CH3:16])([CH3:15])[O:13][B:12]([OH:17])[C:11]=2[CH:18]=1)([CH3:6])[CH3:5])=[N+]=[N-]>CO>[NH2:1][C:4]([C:7]1[CH:8]=[CH:9][C:10]2[C:14]([CH3:16])([CH3:15])[O:13][B:12]([OH:17])[C:11]=2[CH:18]=1)([CH3:6])[CH3:5]. Reported procedure: The solution of 6-(2-azidopropan-2-yl)-3,3-dimethylbenzo[c][1,2]-oxaborol-1(3H)-ol (100 mg) in MeOH (6 mL) was hydrogenated under H2 using 10% Pd/C (15 mg) as catalyst at atmospheric pressure for 5 h. The catalyst was removed by filtration, and the solvent was evaporated at reduced pressure to give crude product 6-(2-aminopropan-2-yl)-3,3-dimethylbenzo[c][1,2]oxa-borol-1(3H)-ol (100 mg) as colorless oil. It was used without further purification in the next step. Reactants: CC1CN(C(=O)OC(C)(C)C)CCN1, CO, CC(=O)O. The product is CC1CN(C(=O)OC(C)(C)C)CCN1C. RXN SMILES: [C:1]([CH3:2])([CH3:3])([CH3:4])[O:5][C:6](=[O:7])[N:8]1[CH2:9][CH:10]([CH3:14])[NH:11][CH2:12][CH2:13]1.[CH3:15][OH:16].[CH3:17][C:18](=[O:19])[OH:20]>>[C:1]([CH3:2])([CH3:3])([CH3:4])[O:5][C:6](=[O:7])[N:8]1[CH2:9][CH:10]([CH3:14])[N:11]([CH3:15])[CH2:12][CH2:13]1.